This data is from the Open Reaction Database (ORD), a public repository of structured organic reaction records. The task is: describe an organic reaction: reactants, conditions, products, and yield The reactants are [Al+3], [Br-], [Br-], [Br-], O=C([O-])O, COc1ccccc1, CCOC(C)=O, COc1ccc(CN2C(=O)C(Cc3ccc4ccccc4c3)N=C(c3ccc(N)nc3)c3cc(Cl)ccc32)cc1, [Na+]. Yields the product Nc1ccc(C2=NC(Cc3ccc4ccccc4c3)C(=O)Nc3ccc(Cl)cc32)cn1. RXN SMILES: [Al+3:42].[Br-:41].[Br-:43].[Br-:44].[C:59](=[O:60])([OH:61])[O-:62].[CH3:45][O:46][c:47]1[cH:48][cH:49][cH:50][cH:51][cH:52]1.[CH3:53][CH2:54][O:55][C:56](=[O:57])[CH3:58].[NH2:1][c:2]1[cH:3][cH:4][c:5]([C:8]2=[N:14][CH:13]([CH2:15][c:16]3[cH:17][c:18]4[cH:19][cH:20][cH:21][cH:22][c:23]4[cH:24][cH:25]3)[C:12](=[O:26])[N:11]([CH2:27][c:28]3[cH:29][cH:30][c:31]([O:32][CH3:33])[cH:34][cH:35]3)[c:10]3[c:9]2[cH:39][c:38]([Cl:40])[cH:37][cH:36]3)[cH:6][n:7]1.[Na+:63]>>[NH2:1][c:2]1[cH:3][cH:4][c:5]([C:8]2=[N:14][CH:13]([CH2:15][c:16]3[cH:17][c:18]4[cH:19][cH:20][cH:21][cH:22][c:23]4[cH:24][cH:25]3)[C:12](=[O:26])[NH:11][c:10]3[c:9]2[cH:39][c:38]([Cl:40])[cH:37][cH:36]3)[cH:6][n:7]1. Isolated yield 80.0%. Procedure details: A mixture of ethyl 3-[1-[4-[2-(2-furyl)-4-thiazolylmethoxy]benzyl]-4-phenyl-3-pyrrolyl]propionate (641 mg), 1N aqueous sodium hydroxide solution (2.5 ml), tetrahydrofuran (5 ml), and ethanol (5 ml) was stirred at room temperature for 5 hours, and 1N hydrochloric acid (2.5 ml) was added to the mixture, which was extracted with ethyl acetate. The ethyl acetate layer was washed with saturated aqueous sodium chloride solution, dried (MgSO4), then concentrated. The colorless crystals obtained were co... As a reaction SMILES: [O:1]1[CH:5]=[CH:4][CH:3]=[C:2]1[C:6]1[S:7][CH:8]=[C:9]([CH2:11][O:12][C:13]2[CH:37]=[CH:36][C:16]([CH2:17][N:18]3[CH:22]=[C:21]([C:23]4[CH:28]=[CH:27][CH:26]=[CH:25][CH:24]=4)[C:20]([CH2:29][CH2:30][C:31]([O:33]CC)=[O:32])=[CH:19]3)=[CH:15][CH:14]=2)[N:10]=1.[OH-].[Na+].O1CCCC1.Cl>C(O)C>[O:1]1[CH:5]=[CH:4][CH:3]=[C:2]1[C:6]1[S:7][CH:8]=[C:9]([CH2:11][O:12][C:13]2[CH:37]=[CH:36][C:16]([CH2:17][N:18]3[CH:22]=[C:21]([C:23]4[CH:28]=[CH:27][CH:26]=[CH:25][CH:24]=4)[C:20]([CH2:29][CH2:30][C:31]([OH:33])=[O:32])=[CH:19]3)=[CH:15][CH:14]=2)[N:10]=1 |f:1.2|. The reactants are Cl (hydrochloric acid), O1C(=CC=C1)C=1SC=C(N1)COC1=CC=C(CN2C=C(C(=C2)C2=CC=CC=C2)CCC(=O)OCC)C=C1 (ethyl 3-[1-[4-[2-(2-furyl)-4-thiazolylmethoxy]benzyl]-4-phenyl-3-pyrrolyl]propionate), [OH-].[Na+] (sodium hydroxide), O1CCCC1 (tetrahydrofuran). Product: O1C(=CC=C1)C=1SC=C(N1)COC1=CC=C(CN2C=C(C(=C2)C2=CC=CC=C2)CCC(=O)O)C=C1 (3-[1-[4-[2-(2-furyl)-4-thiazolylmethoxy]benzyl]-4-phenyl-3-pyrrolyl]propionic acid). Conditions: time 5 hour. Run in C(C)O (ethanol).